This data is from the Open Reaction Database (ORD), a public repository of structured organic reaction records. The task is: describe an organic reaction: reactants, conditions, products, and yield Starting materials: NC1=NC=C(C=C1C1=NN=NN1C1=C(C(=C(C=C1)O)F)F)Br (4-(5-(2-amino-5-bromopyridin-3-yl)-1H-tetrazol-1-yl)-2,3-difluorophenol), C1(=CC=CC=C1)P(C1=CC=CC=C1)C1=CC=CC=C1 (triphenylphosphine), O1C[C@H](CC1)O ((S)-tetrahydrofuran-3-ol). Run in C1CCOC1 (THF). Yields the product O1C[C@@H](CC1)OC1=C(C(=C(C=C1)N1N=NN=C1C=1C(=NC=C(C1)Br)N)F)F (3-(1-(4-((R)-tetrahydrofuran-3-yloxy)-2,3-difluorophenyl)-1H-tetrazol-5-yl)-5-bromopyridin-2-amine). Yield: 92.5%. Reaction SMILES: [NH2:1][C:2]1[C:7]([C:8]2[N:12]([C:13]3[CH:18]=[CH:17][C:16]([OH:19])=[C:15]([F:20])[C:14]=3[F:21])[N:11]=[N:10][N:9]=2)=[CH:6][C:5]([Br:22])=[CH:4][N:3]=1.C1(P(C2C=CC=CC=2)C2C=CC=CC=2)C=CC=CC=1.[O:42]1[CH2:46][CH2:45][C@H:44](O)[CH2:43]1>C1COCC1>[O:42]1[CH2:46][CH2:45][C@@H:44]([O:19][C:16]2[CH:17]=[CH:18][C:13]([N:12]3[C:8]([C:7]4[C:2]([NH2:1])=[N:3][CH:4]=[C:5]([Br:22])[CH:6]=4)=[N:9][N:10]=[N:11]3)=[C:14]([F:21])[C:15]=2[F:20])[CH2:43]1. Procedure details: A solution of Compound 1086 (90 mg, 0.2438 mmol), triphenylphosphine (76.74 mg, 0.2926 mmol), diisoproplylazodicarboxylate (59.17 mg, 56.68 μL, 0.2926 mmol), and (S)-tetrahydrofuran-3-ol (25.78 mg, 0.2926 mmol) in THF (90 μL) was heated at 70° C. for 10 minutes under microwave irradiation. The reaction was quenched with ammonium chloride (satd') and extracted with EtOAc. The organics were washed with 1 M NaOH (2×), brine, dried over sodium sulfate, and concentrated under vacuum. The residue was ... Reactants: OC(COS(=O)(=O)C1=CC=C(C=C1)C)(CC(C)C1=CC=CC=C1)C(F)(F)F (4-toluenesulfonic acid-(2-hydroxy-4-phenyl-2-trifluoromethyl-pentyl)ester), [H-].[Na+] (sodium hydride). Solvent: O (water), CN(C=O)C (dimethylformamide). Run at time 1 hour. Product: C1(=CC=CC=C1)C(CC1(OC1)C(F)(F)F)C (2-(2-phenylpropyl)-2-trifluoromethyl-oxiran). The yield is 87.4%. Reaction SMILES: O[C:2]([C:24]([F:27])([F:26])[F:25])([CH2:15][CH:16]([C:18]1[CH:23]=[CH:22][CH:21]=[CH:20][CH:19]=1)[CH3:17])[CH2:3][O:4]S(C1C=CC(C)=CC=1)(=O)=O.[H-].[Na+]>CN(C)C=O.O>[C:18]1([CH:16]([CH3:17])[CH2:15][C:2]2([C:24]([F:27])([F:26])[F:25])[CH2:3][O:4]2)[CH:23]=[CH:22][CH:21]=[CH:20][CH:19]=1 |f:1.2|. Procedure details: 400 mg of 4-toluenesulfonic acid-(2-hydroxy-4-phenyl-2-trifluoromethyl-pentyl)ester in 5 ml of dimethylformamide is mixed at 0° C. with 35 mg of sodium hydride (80% in mineral oil). After one hour at 0° C., it is diluted with water and extracted with dichloromethane. The dichloromethane phase is washed with water, dried (Na2SO4) and concentrated by evaporation. The residue is distilled. 200 mg of 2-(2-phenylpropyl)-2-trifluoromethyl-oxiran, boiling point 110° C./1 hPa, is obtained. The reactants are BrBr (bromine), ClC(C(=O)C1=CC=CC=C1)C(COCC1=CC=CC=C1)OCC1=CC=CC=C1 (2-chloro-3,4-dibenzyloxybutyrophenone), C(C1=CC=CC=C1)(=O)OOC(C1=CC=CC=C1)=O (dibenzoyl peroxide). Run in C(Cl)(Cl)Cl (chloroform), C(Cl)(Cl)Cl (chloroform). Run at temperature 25 celsius, time 30 minute. Yields the product BrC(C(=O)C1=CC=CC=C1)(C(COCC1=CC=CC=C1)OCC1=CC=CC=C1)Cl (α-bromo-2-chloro-3,4-dibenzyloxybutyrophenone). RXN SMILES: [Br:1]Br.[Cl:3][CH:4]([CH:13]([O:23][CH2:24][C:25]1[CH:30]=[CH:29][CH:28]=[CH:27][CH:26]=1)[CH2:14][O:15][CH2:16][C:17]1[CH:22]=[CH:21][CH:20]=[CH:19][CH:18]=1)[C:5]([C:7]1[CH:12]=[CH:11][CH:10]=[CH:9][CH:8]=1)=[O:6].C(OOC(=O)C1C=CC=CC=1)(=O)C1C=CC=CC=1>C(Cl)(Cl)Cl>[Br:1][C:4]([Cl:3])([CH:13]([O:23][CH2:24][C:25]1[CH:26]=[CH:27][CH:28]=[CH:29][CH:30]=1)[CH2:14][O:15][CH2:16][C:17]1[CH:18]=[CH:19][CH:20]=[CH:21][CH:22]=1)[C:5]([C:7]1[CH:8]=[CH:9][CH:10]=[CH:11][CH:12]=1)=[O:6]. Procedure details: A solution of bromine (16.0 g., 0.1 m.) in 100 ml. of chloroform is added dropwise to a stirred solution of 39.5 g. (0.1 m.) of 2-chloro-3,4-dibenzyloxybutyrophenone and 0.2 g. of dibenzoyl peroxide in 650 ml. of chloroform. After stirring for 30 minutes at 25°C., the reaction mixture is washed with water, aqueous saturated sodium bicarbonate and again with water. The chloroform solution is dried and concentrated in vacuo to leave a residue of α-bromo-2-chloro-3,4-dibenzyloxybutyrophenone. The reactants are NC1=C(C(=O)O)C=CC=C1C(F)(F)F (2-amino-3-trifluoromethylbenzoic acid), Cl (hydrogen chloride), Cl (hydrogen chloride), ( 2 ), ClC(C(=O)Cl)Cl (dichloroacetyl chloride), Cl (hydrogen chloride). Conditions: temperature 50 celsius. The product is ClC(C1=NC2=C(C(O1)=O)C=CC=C2C(F)(F)F)Cl (2-dichloromethyl-8-trifluoromethyl-4H-3,1-benzoxazine-4-one). The yield is 94.0%. Reaction SMILES: [NH2:1][C:2]1[C:10]([C:11]([F:14])([F:13])[F:12])=[CH:9][CH:8]=[CH:7][C:3]=1[C:4]([OH:6])=[O:5].[Cl:15][CH:16]([Cl:20])[C:17](Cl)=O.Cl>>[Cl:15][CH:16]([Cl:20])[C:17]1[O:5][C:4](=[O:6])[C:3]2[CH:7]=[CH:8][CH:9]=[C:10]([C:11]([F:12])([F:13])[F:14])[C:2]=2[N:1]=1. Procedure: A mixture of 17.44 g of 2-amino-3-trifluoromethylbenzoic acid prepared by the process of J. Med. Chem., Vol. 16 (2) (1973), p. 101-106 and 34.63 g of dichloroacetyl chloride was progressively heated with stirring and at about 50° C., a hardening of the mass with rapid gas evolution of regular hydrogen chloride occured for one hour. Towards 100° C., one observed a fluidization of the reaction mixture, an intensification of hydrogen chloride evolution and an increase in the temperature of 127° C. ... Starting materials: ClC1=C(C=CC=C1)N1N=C(C=C1C(=O)Cl)C(F)(F)F (2-(2-chlorophenyl)-5-trifluoromethyl-2H-pyrazole-3-carbonyl chloride), C(Cl)(Cl)Cl (CHCl3), CS(=O)(=O)C=1C=C(CN)C=CC1 (3-methylsulfonyl benzylamine), TEA. Reagents/catalysts: CN(C)C=1C=CN=CC1 (DMAP). Solvent: CCOC(=O)C (EtOAc). Conditions: temperature 60 celsius, time 5 hour. Yields the product CS(=O)(=O)C=1C=C(CNC(=O)C=2N(N=C(C2)C(F)(F)F)C2=C(C=CC=C2)Cl)C=CC1 (2-(2-Chlorophenyl)-5-trifluoromethyl-2H-pyrazole-3-carboxylic acid 3-methanesulfonyl-benzylamide). Yield: 21.0%. RXN SMILES: [Cl:1][C:2]1[CH:7]=[CH:6][CH:5]=[CH:4][C:3]=1[N:8]1[C:12]([C:13](Cl)=[O:14])=[CH:11][C:10]([C:16]([F:19])([F:18])[F:17])=[N:9]1.C(Cl)(Cl)Cl.[CH3:24][S:25]([C:28]1[CH:29]=[C:30]([CH:33]=[CH:34][CH:35]=1)[CH2:31][NH2:32])(=[O:27])=[O:26]>CN(C1C=CN=CC=1)C.CCOC(C)=O>[CH3:24][S:25]([C:28]1[CH:29]=[C:30]([CH:33]=[CH:34][CH:35]=1)[CH2:31][NH:32][C:13]([C:12]1[N:8]([C:3]2[CH:4]=[CH:5][CH:6]=[CH:7][C:2]=2[Cl:1])[N:9]=[C:10]([C:16]([F:19])([F:18])[F:17])[CH:11]=1)=[O:14])(=[O:26])=[O:27]. Procedure details: To a round bottom flask was added 2-(2-chlorophenyl)-5-trifluoromethyl-2H-pyrazole-3-carbonyl chloride (160 mg, 0.520 mmol) in a solution of anhydrous CHCl3 (10 mL). To the reaction solution was added 3-methylsulfonyl benzylamine (122 mg, 0.661 mmol), TEA (150 μL, 1.10 mmol), and DMAP (67 mg, 0.549 mmol). The reaction solution was allowed to stir at 60° C. for 5 hrs. The reaction solution was diluted with EtOAc (150 mL), poured into a separatory funnel and washed with aq. NH4Cl. The partitioned ...